This data is from the Open Reaction Database (ORD), a public repository of structured organic reaction records. The task is: describe an organic reaction: reactants, conditions, products, and yield Starting materials: CCCCOC(=O)C=Cc1ccc2c(=O)n(CC(C)C)c(CNC(=O)OC(C)(C)C)c(-c3ccc(F)cc3)c2c1, CO, Cl, [Na+], C1CCOC1, [OH-], O. Yields the product CC(C)Cn1c(CNC(=O)OC(C)(C)C)c(-c2ccc(F)cc2)c2cc(C=CC(=O)O)ccc2c1=O. As a reaction SMILES: [C:1]([CH3:2])([CH3:3])([CH3:4])[O:5][C:6](=[O:7])[NH:8][CH2:9][c:10]1[n:11]([CH2:37][CH:38]([CH3:39])[CH3:40])[c:12](=[O:36])[c:13]2[cH:14][cH:15][c:16]([CH:27]=[CH:28][C:29](=[O:30])[O:31][CH2:32][CH2:33][CH2:34][CH3:35])[cH:17][c:18]2[c:19]1-[c:20]1[cH:21][cH:22][c:23]([F:26])[cH:24][cH:25]1.[CH3:50][OH:51].[ClH:44].[Na+:42].[O:45]1[CH2:46][CH2:47][CH2:48][CH2:49]1.[OH-:41].[OH2:43]>>[C:1]([CH3:2])([CH3:3])([CH3:4])[O:5][C:6](=[O:7])[NH:8][CH2:9][c:10]1[n:11]([CH2:37][CH:38]([CH3:39])[CH3:40])[c:12](=[O:36])[c:13]2[cH:14][cH:15][c:16]([CH:27]=[CH:28][C:29](=[O:30])[OH:31])[cH:17][c:18]2[c:19]1-[c:20]1[cH:21][cH:22][c:23]([F:26])[cH:24][cH:25]1. The reactants are ClC1=NC(=CC(=N1)C(=O)NC(C)C=1C=NC(=C(C1)C)OCC(F)(F)F)C (2-chloro-6-methyl-N-(1-(5-methyl-6-(2,2,2-trifluoroethoxy)pyridin-3-yl)ethyl)pyrimidine-4-carboxamide), O1C(=NC=C1)N (oxazol-2-amine). Product: CC1=CC(=NC(=N1)NC=1OC=CN1)C(=O)NC(C)C=1C=NC(=C(C1)C)OCC(F)(F)F (6-methyl-N-(1-(5-methyl-6-(2,2,2-trifluoroethoxy)pyridin-3-yl)ethyl)-2-(oxazol-2-ylamino)pyrimidine-4-carboxamide). RXN SMILES: Cl[C:2]1[N:7]=[C:6]([C:8]([NH:10][CH:11]([C:13]2[CH:14]=[N:15][C:16]([O:20][CH2:21][C:22]([F:25])([F:24])[F:23])=[C:17]([CH3:19])[CH:18]=2)[CH3:12])=[O:9])[CH:5]=[C:4]([CH3:26])[N:3]=1.[O:27]1[CH:31]=[CH:30][N:29]=[C:28]1[NH2:32]>>[CH3:26][C:4]1[N:3]=[C:2]([NH:32][C:28]2[O:27][CH:31]=[CH:30][N:29]=2)[N:7]=[C:6]([C:8]([NH:10][CH:11]([C:13]2[CH:14]=[N:15][C:16]([O:20][CH2:21][C:22]([F:25])([F:24])[F:23])=[C:17]([CH3:19])[CH:18]=2)[CH3:12])=[O:9])[CH:5]=1. Procedure: The title compound is prepared from 2-chloro-6-methyl-N-(1-(5-methyl-6-(2,2,2-trifluoroethoxy)pyridin-3-yl)ethyl)pyrimidine-4-carboxamide (25 mg, 0.06 mmol, Step-1, single enantiomer) and oxazol-2-amine (16 mg, 0.19 mmol) according to the procedure similar to that described in Step-4 of Example 445. Reactants: IC1=NN(C2=CC=C(C=C12)NS(=O)(=O)C1=C(C=CC=C1)S(=O)(=O)C)C(=O)OC(C)(C)C (tert-butyl 3-iodo-5-(2-methylsulfonylbenzenesulfonylamino)indazole-1-carboxylate), solid, tetrakis(triphenylphosphine)palladium[0], N1=CC=CC2=CC=CC(=C12)B(O)O (8-quinolineboronic acid), C(O)([O-])=O.[Na+] (sodium hydrogencarbonate). Run in CN(C=O)C (dimethylformamide). The product is CS(=O)(=O)C1=C(C=CC=C1)S(=O)(=O)NC=1C=C2C(=NNC2=CC1)C=1C=CC=C2C=CC=NC12 (2-methylsulfonyl-N-(3-quinolin-8-yl-1H-indazol-5-yl)benzenesulfonamide). Isolated yield 1.8%. Reaction SMILES: I[C:2]1[C:10]2[C:5](=[CH:6][CH:7]=[C:8]([NH:11][S:12]([C:15]3[CH:20]=[CH:19][CH:18]=[CH:17][C:16]=3[S:21]([CH3:24])(=[O:23])=[O:22])(=[O:14])=[O:13])[CH:9]=2)[N:4](C(OC(C)(C)C)=O)[N:3]=1.[N:32]1[C:41]2[C:36](=[CH:37][CH:38]=[CH:39][C:40]=2B(O)O)[CH:35]=[CH:34][CH:33]=1.C(=O)([O-])O.[Na+]>CN(C)C=O>[CH3:24][S:21]([C:16]1[CH:17]=[CH:18][CH:19]=[CH:20][C:15]=1[S:12]([NH:11][C:8]1[CH:9]=[C:10]2[C:5](=[CH:6][CH:7]=1)[NH:4][N:3]=[C:2]2[C:40]1[CH:39]=[CH:38][CH:37]=[C:36]2[C:41]=1[N:32]=[CH:33][CH:34]=[CH:35]2)(=[O:14])=[O:13])(=[O:22])=[O:23] |f:2.3|. Procedure: 2-Methylsulfonyl-N-(3-quinolin-8-yl-1H-indazol-5-yl)benzenesulfonamide can be obtained as described in Example 59 from 2 g of tert-butyl 3-iodo-5-(2-methylsulfonylbenzenesulfonylamino)indazole-1-carboxylate, 1.17 g of 8-quinolineboronic acid, 80 ml of dimethylformamide, 7.5 ml of a saturated aqueous sodium hydrogencarbonate solution and 98 mg of tetrakis(triphenylphosphine)palladium[0]. 30 mg of 2-methylsulfonyl-N-(3-quinolin-8-yl-1H-indazol-5-yl)benzenesulfonamide are thus obtained in the form ...